The task is: describe an organic reaction: reactants, conditions, products, and yield. This data is from the Open Reaction Database (ORD), a public repository of structured organic reaction records. The reactants are CC1=CC=C(C=C1)S(=O)(=O)OC[C@H]1COC2=CC=C3C(=C2O1)N(C(N3)C)C ([(8R)-1,2-dimethyl-7,8-dihydro-3H-6,9-dioxa-1,3-diaza-cyclopenta[a]naphthalen-8-yl]methyl 4-methylbenzenesulfonate), N1CCC(=CC1)C1=CNC2=CC=CC=C12 (3-(1,2,3,6-tetrahydro-4-pyridinyl)-1H-indole). Run in CS(=O)C (DMSO), C(C)(=O)OCC (ethyl acetate). Conditions: temperature 95 celsius. Product: N1C=C(C2=CC=CC=C12)C=1CCN(CC1)CC1COC2=CC=C3C(=C2O1)N(C(N3)C)C (8-[4-(1H-Indol-3-yl)-3,6-dihydro-2H-pyridin-1-ylmethyl]-1,2-dimethyl-7,8-dihydro-3H-6,9-dioxa-1,3-diaza-cyclopenta[a]naphthalene). The yield is 12.0%. Reaction SMILES: CC1C=CC(S(O[CH2:12][C@@H:13]2[O:22][C:21]3[C:16](=[CH:17][CH:18]=[C:19]4[NH:25][CH:24]([CH3:26])[N:23]([CH3:27])[C:20]4=3)[O:15][CH2:14]2)(=O)=O)=CC=1.[NH:28]1[CH2:33][CH:32]=[C:31]([C:34]2[C:42]3[C:37](=[CH:38][CH:39]=[CH:40][CH:41]=3)[NH:36][CH:35]=2)[CH2:30][CH2:29]1>CS(C)=O.C(OCC)(=O)C>[NH:36]1[C:37]2[C:42](=[CH:41][CH:40]=[CH:39][CH:38]=2)[C:34]([C:31]2[CH2:32][CH2:33][N:28]([CH2:12][CH:13]3[O:22][C:21]4[C:16](=[CH:17][CH:18]=[C:19]5[NH:25][CH:24]([CH3:26])[N:23]([CH3:27])[C:20]5=4)[O:15][CH2:14]3)[CH2:29][CH:30]=2)=[CH:35]1. Reported procedure: A mixture of 0.69 g (1.8 mmole) of [(8R)-1,2-dimethyl-7,8-dihydro-3H-6,9-dioxa-1,3-diaza-cyclopenta[a]naphthalen-8-yl]methyl 4-methylbenzenesulfonate and 1.0 g (5.0 mmole) of 3-(1,2,3,6-tetrahydro-4-pyridinyl)-1H-indole in 10.0 mL of DMSO was heated at 90-100° C. under nitrogen for 6 hours. The reaction was allowed to come to room temperature, diluted to 500 mL with ethyl acetate, washed with 400 mL portions of saturated aqueous sodium bicarbonate, water and saturated brine, dried over sodium su... Reactants: C1(=CC=CC=C1)C(O)C1=CC=CC(=N1)C(CBr)=O (6-(1-phenyl-1-hydroxymethyl)-2-(α-bromoacetyl)pyridine), C(C)OC=1C=C(C(=S)N)C=CC1OCC (3,4-diethoxythiobenzamide). Product: C(C)OC=1C=C(C=CC1OCC)C=1SC=C(N1)C1=NC(=CC=C1)C(O)C1=CC=CC=C1 (2-(3,4-diethoxyphenyl)-4-[6-(1-phenyl-1-hydroxymethyl)-2-pyridyl]thiazole). RXN SMILES: [C:1]1([CH:7]([C:9]2[N:14]=[C:13]([C:15](=O)[CH2:16]Br)[CH:12]=[CH:11][CH:10]=2)[OH:8])[CH:6]=[CH:5][CH:4]=[CH:3][CH:2]=1.[CH2:19]([O:21][C:22]1[CH:23]=[C:24]([CH:28]=[CH:29][C:30]=1[O:31][CH2:32][CH3:33])[C:25]([NH2:27])=[S:26])[CH3:20]>>[CH2:19]([O:21][C:22]1[CH:23]=[C:24]([C:25]2[S:26][CH:16]=[C:15]([C:13]3[CH:12]=[CH:11][CH:10]=[C:9]([CH:7]([C:1]4[CH:6]=[CH:5][CH:4]=[CH:3][CH:2]=4)[OH:8])[N:14]=3)[N:27]=2)[CH:28]=[CH:29][C:30]=1[O:31][CH2:32][CH3:33])[CH3:20]. Procedure: A reaction was conducted in the same manner as in Example 1, by using 6-(1-phenyl-1-hydroxymethyl)-2-(α-bromoacetyl)pyridine and 3,4-diethoxythiobenzamide, to obtain 2-(3,4-diethoxyphenyl)-4-[6-(1-phenyl-1-hydroxymethyl)-2-pyridyl]thiazole.